Dataset: the Open Reaction Database (ORD), a public repository of structured organic reaction records. Task: describe an organic reaction: reactants, conditions, products, and yield The reactants are ClC=1C2=C(N=C(N1)SC)SC=C2 (4-chloro-2-methylsulfanyl-thieno[2,3-d]pyrimidine), OOS(=O)[O-].[K+] (OXONE), O1CCCC1 (tetrahydrofuran). Run in C(C)(=O)OCC (ethyl acetate), O (water), O (water). The product is ClC=1C2=C(N=C(N1)S(=O)(=O)C)SC=C2 (4—Chloro-2-methanesulfonyl-thieno[2,3-d]pyrimidine). Reaction SMILES: [Cl:1][C:2]1[C:3]2[CH:12]=[CH:11][S:10][C:4]=2[N:5]=[C:6](SC)[N:7]=1.O[O:14][S:15]([O-:17])=O.[K+].O1CCC[CH2:20]1>O.C(OCC)(=O)C>[Cl:1][C:2]1[C:3]2[CH:12]=[CH:11][S:10][C:4]=2[N:5]=[C:6]([S:15]([CH3:20])(=[O:17])=[O:14])[N:7]=1 |f:1.2|. Procedure details: To a solution of 4-chloro-2-methylsulfanyl-thieno[2,3-d]pyrimidine (10 g, 46.15 mmol) in tetrahydrofuran (350 mL) at 0° C. was added a solution of OXONE (59.6 g, 2.1 eq) in water (300 mL) dropwise with stirring. The resulting mixture was gradually warmed from 0° C. to room temperature overnight. The reaction mixture was diluted with ethyl acetate (1000 mL) and water (300 mL), and the layers were separated. The aqueous layer was extracted with ethyl acetate (1×300 mL). Organic layers were combine... Reactants: NC1=CC=C(C=C1)S(=O)(=O)NC (4-Amino-N-methyl-benzenesulphonamide), N#CN (cyanamide), C(C1=CC=CC=C1)N1C(=NC=C1C(C=CN(C)C)=O)C (1-benzyl-5-(3-dimethylaminoprop-2-en-1-oyl)-2-methylimidazole), C[O-].[Na+] (sodium methoxide). Run in CO (MeOH), Cl (hydrogen chloride), CC(=O)N(C)C (dimethylacetamide). Reaction conditions: temperature 100 celsius. The product is C(C1=CC=CC=C1)N1C(=NC=C1C1=NC(=NC=C1)NC1=CC=C(C=C1)S(NC)(=O)=O)C (4-(1-Benzyl-2-methylimidazol-5-yl)-2-[4-(N-methylsulphamoyl)anilino]pyrimidine). Isolated yield 69.6%. RXN SMILES: [NH2:1][C:2]1[CH:7]=[CH:6][C:5]([S:8]([NH:11][CH3:12])(=[O:10])=[O:9])=[CH:4][CH:3]=1.[N:13]#CN.[CH2:16]([N:23]1[C:27]([C:28](=O)[CH:29]=[CH:30][N:31](C)[CH3:32])=[CH:26][N:25]=[C:24]1[CH3:35])[C:17]1[CH:22]=[CH:21][CH:20]=[CH:19][CH:18]=1.C[O-].[Na+]>CO.Cl.CC(N(C)C)=O>[CH2:16]([N:23]1[C:27]([C:28]2[CH:29]=[CH:30][N:31]=[C:32]([NH:1][C:2]3[CH:7]=[CH:6][C:5]([S:8](=[O:10])(=[O:9])[NH:11][CH3:12])=[CH:4][CH:3]=3)[N:13]=2)=[CH:26][N:25]=[C:24]1[CH3:35])[C:17]1[CH:22]=[CH:21][CH:20]=[CH:19][CH:18]=1 |f:3.4|. Reported procedure: 4-Amino-N-methyl-benzenesulphonamide (250 mg, 1.34 mmol) was dissolved in the minimum amount of MeOH and 1M ethereal hydrogen chloride (1.34 ml) added. The volatiles were removed by evaporation and cyanamide (68 mg, 1.62 mmol) was added followed by dimethylacetamide (0.5 ml) and the mixture heated at 100° C. for 45 minutes. The mixture was allowed to cool and 1-benzyl-5-(3-dimethylaminoprop-2-en-1-oyl)-2-methylimidazole (Method 50; 230 mg, 0.86 mmol) and sodium methoxide (150 mg, 2.78 mmol) were...